describe an organic reaction: reactants, conditions, products, and yield From a dataset of the Open Reaction Database (ORD), a public repository of structured organic reaction records. Reactants: P(=O)(Cl)(Cl)Cl (phosphorus oxychloride), C1(=CC=CC=C1)C=1OC2=C(OC1C(=O)N)C=CC=C2 (3-Phenyl-1,4-benzodioxin-2-carboxamide), C(O)([O-])=O.[Na+] (sodium hydrogen carbonate). The solvent is ClCCl (dichloromethane), N1=CC=CC=C1 (pyridine). Yields the product C1(=CC=CC=C1)C=1OC2=C(OC1C#N)C=CC=C2 (3-Phenyl-1,4-benzodioxin-2-carbonitrile). RXN SMILES: P(Cl)(Cl)(Cl)=O.[C:6]1([C:12]2[O:13][C:14]3[CH:24]=[CH:23][CH:22]=[CH:21][C:15]=3[O:16][C:17]=2[C:18]([NH2:20])=O)[CH:11]=[CH:10][CH:9]=[CH:8][CH:7]=1.C(=O)([O-])O.[Na+]>N1C=CC=CC=1.ClCCl>[C:6]1([C:12]2[O:13][C:14]3[CH:24]=[CH:23][CH:22]=[CH:21][C:15]=3[O:16][C:17]=2[C:18]#[N:20])[CH:7]=[CH:8][CH:9]=[CH:10][CH:11]=1 |f:2.3|. Procedure details: 3.59 ml (30 mmol) of phosphorus oxychloride are slowly added to a solution of 1.52 g (6 mmol) of the amide obtained in Step A in 15 ml of anhydrous pyridine. The medium is then heated at reflux for 2 hours under argon and then allowed to cool. After evaporation of the solvent in vacuo, the residue obtained is diluted with dichloromethane; the organic phase is then hydrolysed with a saturated solution of sodium hydrogen carbonate. The aqueous phase is extracted with dichloromethane; the organic p...